From a dataset of the Open Reaction Database (ORD), a public repository of structured organic reaction records. describe an organic reaction: reactants, conditions, products, and yield Reactants: C1CCOC1, C1CCOC1, C=Cn1cnc2c(Nc3ccc(P(C)(C)=O)cc3)nc(I)nc21, CC(C)I, CC(C)[Zn+], [I-], CN(C)C=O, Cl[Pd]Cl, [Zn], c1ccc(P(c2ccccc2)c2ccccc2)cc1, c1ccc(P(c2ccccc2)c2ccccc2)cc1. Yields the product C=Cn1cnc2c(Nc3ccc(P(C)(C)=O)cc3)nc(C(C)C)nc21. Reaction SMILES: [CH2:33]1[O:34][CH2:35][CH2:36][CH2:37]1.[CH2:44]1[O:45][CH2:46][CH2:47][CH2:48]1.[CH3:5][P:6](=[O:7])([CH3:8])[c:9]1[cH:10][cH:11][c:12]([NH:15][c:16]2[c:17]3[n:18][cH:19][n:20]([CH:26]=[CH2:27])[c:21]3[n:22][c:23]([I:25])[n:24]2)[cH:13][cH:14]1.[CH:1]([CH3:2])([CH3:3])[I:4].[CH:29]([Zn+:30])([CH3:31])[CH3:32].[I-:28].[O:38]=[CH:39][N:40]([CH3:41])[CH3:42].[Pd:49]([Cl:50])[Cl:51].[Zn:43].[c:52]1([P:53]([c:54]2[cH:55][cH:56][cH:57][cH:58][cH:59]2)[c:60]2[cH:61][cH:62][cH:63][cH:64][cH:65]2)[cH:66][cH:67][cH:68][cH:69][cH:70]1.[c:71]1([P:72]([c:73]2[cH:74][cH:75][cH:76][cH:77][cH:78]2)[c:79]2[cH:80][cH:81][cH:82][cH:83][cH:84]2)[cH:85][cH:86][cH:87][cH:88][cH:89]1>>[CH:1]([CH3:2])([CH3:3])[c:23]1[n:22][c:21]2[c:17]([c:16]([NH:15][c:12]3[cH:11][cH:10][c:9]([P:6]([CH3:5])(=[O:7])[CH3:8])[cH:14][cH:13]3)[n:24]1)[n:18][cH:19][n:20]2[CH:26]=[CH2:27]. The reactants are Cn1ncc2[nH]c(Cl)c(Cl)c2c1=O, O=C(c1ccc(F)cc1)c1ccc(CBr)cc1, CN(C)C=O, O. Yields the product Cn1ncc2c(c(Cl)c(Cl)n2Cc2ccc(C(=O)c3ccc(F)cc3)cc2)c1=O. Reaction SMILES: [Cl:1][c:2]1[c:3]([Cl:13])[c:4]2[c:5]([cH:6][n:7][n:8]([CH3:11])[c:9]2=[O:10])[nH:12]1.[F:14][c:15]1[cH:16][cH:17][c:18]([C:19](=[O:20])[c:21]2[cH:22][cH:23][c:24]([CH2:25][Br:26])[cH:27][cH:28]2)[cH:29][cH:30]1.[O:32]=[CH:33][N:34]([CH3:35])[CH3:36].[OH2:31]>>[Cl:1][c:2]1[c:3]([Cl:13])[c:4]2[c:5]([cH:6][n:7][n:8]([CH3:11])[c:9]2=[O:10])[n:12]1[CH2:25][c:24]1[cH:23][cH:22][c:21]([C:19]([c:18]2[cH:17][cH:16][c:15]([F:14])[cH:30][cH:29]2)=[O:20])[cH:28][cH:27]1.